From a dataset of the Open Reaction Database (ORD), a public repository of structured organic reaction records. describe an organic reaction: reactants, conditions, products, and yield The reactants are C[C@@H]1CC[C@H]2[C@H]([C@H](O[C@H]3[C@@]24[C@H]1CCC(O3)(OO4)C)O)C (dihydroartemisinin), FC(C(=O)OC(C(F)(F)F)=O)(F)F (trifluoroacetic anhydride). The reagents and catalysts are CN(C)C1=CC=NC=C1 (4-(N,N-dimethylamino)pyridine). The solvent is ClCCl (dichloromethane). Conditions: time 8 hour. Yields the product C[C@@H]1CC[C@H]2C(=CO[C@H]3[C@@]24[C@H]1CC[C@](O3)(OO4)C)C (9,10-anhydro-10-deoxoartemisinin). Yield: 36.3%. Reaction SMILES: [CH3:1][C@H:2]1[C@@H:11]2[CH2:12][CH2:13][C:14]3([CH3:18])[O:16][O:17][C@:10]42[C@H:5]([C@@H:6]([CH3:20])[C@@H:7](O)[O:8][C@@H:9]4[O:15]3)[CH2:4][CH2:3]1.FC(F)(F)C(OC(=O)C(F)(F)F)=O>ClCCl.CN(C1C=CN=CC=1)C>[CH3:1][C@H:2]1[C@@H:11]2[CH2:12][CH2:13][C@@:14]3([CH3:18])[O:16][O:17][C@:10]42[C@H:5]([C:6]([CH3:20])=[CH:7][O:8][C@@H:9]4[O:15]3)[CH2:4][CH2:3]1. Procedure: To a solution of dihydroartemisinin (500 mg, 1.86 mmol) in dichloromethane (28 ml) at 0° C. under nitrogen was added 4-(N,N-dimethylamino)pyridine (37 mg) and trifluoroacetic anhydride (0.79 ml, 5.58 mmol). The mixture was allowed to warm to room temperature and stirred overnight. The solution was then concentrated in vacuo. The residue was purified by flash chromatography (SiO2; ether:hexane from 0.5:9.5 to 1.5:8.5) to give 9,10-anhydro-10-deoxoartemisinin (9,10-anhydroartemisinin) (180 mg, 25%... RXN SMILES: C1(N=C=NC2CCCCC2)CCCCC1.[Cl:16][C:17]1[C:18]([N:28]2[CH2:33][CH2:32][CH2:31][CH2:30][CH2:29]2)=[CH:19][C:20]([OH:27])=[C:21]([CH2:23][C:24](O)=[O:25])[CH:22]=1>C(Cl)Cl>[Cl:16][C:17]1[C:18]([N:28]2[CH2:33][CH2:32][CH2:31][CH2:30][CH2:29]2)=[CH:19][C:20]2[O:27][C:24](=[O:25])[CH2:23][C:21]=2[CH:22]=1. Product: ClC=1C(=CC2=C(CC(O2)=O)C1)N1CCCCC1 (5-chloro-6-(piperidin-1-yl)-benzofuran-2(3H)-one). Reaction conditions: time 30 minute. Procedure details: A solution of 6.5 g (31.5 mmoles) of dicyclohexylcarbodiimide in 40 ml of absolute methylene chloride is added at room temperature in the course of approximately 3 minutes to a solution of 8.1 g (30 mmoles) of crude 5-chloro-2-hydroxy-4-(piperidin-1-yl)-phenylacetic acid in 50 ml of absolute methylene chloride. The reaction mixture is stirred at room temperature for 30 minutes. The precipitated dicyclohexylurea is filtered off with suction and washed with methylene chloride. The filtrate is conc... Solvent: C(Cl)Cl (methylene chloride), C(Cl)Cl (methylene chloride). Reactants: C1(CCCCC1)N=C=NC1CCCCC1 (dicyclohexylcarbodiimide), ClC=1C(=CC(=C(C1)CC(=O)O)O)N1CCCCC1 (5-chloro-2-hydroxy-4-(piperidin-1-yl)-phenylacetic acid). The reactants are N1=CC(=CC2=CC=CC=C12)N (quinolin-3-ylamine), C(C)(C)(C)[Li] (tert-butyl lithium), ICCCCCC (1-Iodo-hexane). Run in CCOCC (ether), CCOCC (ether). Conditions: time 2 hour. Yields the product C(CCCCC)C1=NC2=CC=CC=C2C=C1N (2-Hexyl-quinolin-3-ylamine). As a reaction SMILES: [N:1]1[C:10]2[C:5](=[CH:6][CH:7]=[CH:8][CH:9]=2)[CH:4]=[C:3]([NH2:11])[CH:2]=1.C([Li])(C)(C)C.I[CH2:18][CH2:19][CH2:20][CH2:21][CH2:22][CH3:23]>CCOCC>[CH2:18]([C:2]1[C:3]([NH2:11])=[CH:4][C:5]2[C:10](=[CH:9][CH:8]=[CH:7][CH:6]=2)[N:1]=1)[CH2:19][CH2:20][CH2:21][CH2:22][CH3:23]. Reported procedure: To the solution of quinolin-3-ylamine in ether was added tert-butyl lithium at −78° C. and was stirred for 2 hours. To the reaction mixture was added the solution of 1-Iodo-hexane in ether and was allowed to warm up to RT. The reaction was continued for 1 day. The reaction was quenched with saturated ammonium chloride solution and extracted with chloroform. The product was purified by column chromatography.